This data is from the Open Reaction Database (ORD), a public repository of structured organic reaction records. The task is: describe an organic reaction: reactants, conditions, products, and yield Starting materials: COC(OC)N(C)C, Cc1ccccc1, O=C1CCN=C(c2c(F)cccc2F)c2cc(Cl)ccc21. The product is CN(C)C=C1CN=C(c2c(F)cccc2F)c2cc(Cl)ccc2C1=O. As a reaction SMILES: [CH3:22][O:23][CH:24]([N:25]([CH3:26])[CH3:27])[O:28][CH3:29].[CH3:30][c:31]1[cH:32][cH:33][cH:34][cH:35][cH:36]1.[Cl:1][c:2]1[cH:3][cH:4][c:5]2[c:6]([cH:21]1)[C:7]([c:13]1[c:14]([F:20])[cH:15][cH:16][cH:17][c:18]1[F:19])=[N:8][CH2:9][CH2:10][C:11]2=[O:12]>>[Cl:1][c:2]1[cH:3][cH:4][c:5]2[c:6]([cH:21]1)[C:7]([c:13]1[c:14]([F:20])[cH:15][cH:16][cH:17][c:18]1[F:19])=[N:8][CH2:9][C:10](=[CH:24][N:25]([CH3:26])[CH3:27])[C:11]2=[O:12]. RXN SMILES: [C:19]([O-:20])(=[O:21])[OH:22].[C:28]([CH3:29])([CH3:30])([CH3:31])[c:32]1[cH:33][c:34]([C:41]([NH:42][CH3:43])=[O:44])[c:35]([O:39][CH3:40])[c:36]([NH2:37])[cH:38]1.[Cl:24][C:25](=[O:26])[Cl:27].[Cl:45][CH2:46][Cl:47].[NH2:1][c:2]1[cH:3][cH:4][c:5]([O:12][c:13]2[cH:14][cH:15][n:16][cH:17][cH:18]2)[c:6]2[cH:7][cH:8][cH:9][cH:10][c:11]12.[Na+:23]>>[NH:1]([c:2]1[cH:3][cH:4][c:5]([O:12][c:13]2[cH:14][cH:15][n:16][cH:17][cH:18]2)[c:6]2[cH:7][cH:8][cH:9][cH:10][c:11]12)[C:19](=[O:20])[NH:37][c:36]1[c:35]([O:39][CH3:40])[c:34]([C:41]([NH:42][CH3:43])=[O:44])[cH:33][c:32]([C:28]([CH3:29])([CH3:30])[CH3:31])[cH:38]1. Yields the product CNC(=O)c1cc(C(C)(C)C)cc(NC(=O)Nc2ccc(Oc3ccncc3)c3ccccc23)c1OC. Starting materials: O=C([O-])O, CNC(=O)c1cc(C(C)(C)C)cc(N)c1OC, O=C(Cl)Cl, ClCCl, Nc1ccc(Oc2ccncc2)c2ccccc12, [Na+]. Reactants: CCOC(=O)CC=Cc1cccc(OCc2c(C)cccc2C)c1, CCO, [Na+], [OH-]. Yields the product Cc1cccc(C)c1COc1cccc(C=CCC(=O)O)c1. RXN SMILES: [CH3:1][c:2]1[c:3]([CH2:4][O:5][c:6]2[cH:7][c:8]([CH:12]=[CH:13][CH2:14][C:15](=[O:16])[O:17][CH2:18][CH3:19])[cH:9][cH:10][cH:11]2)[c:20]([CH3:24])[cH:21][cH:22][cH:23]1.[CH3:27][CH2:28][OH:29].[Na+:26].[OH-:25]>>[CH3:1][c:2]1[c:3]([CH2:4][O:5][c:6]2[cH:7][c:8]([CH:12]=[CH:13][CH2:14][C:15](=[O:16])[OH:17])[cH:9][cH:10][cH:11]2)[c:20]([CH3:24])[cH:21][cH:22][cH:23]1.